Dataset: the Open Reaction Database (ORD), a public repository of structured organic reaction records. Task: describe an organic reaction: reactants, conditions, products, and yield Starting materials: CC(C)(C)OC(=O)NC1CCN(c2cc(F)c(C#N)c(F)c2)CC1, C1CCOC1, C[Si](C)(C)[N-][Si](C)(C)C, [Na+], OCCN1CCOCC1. Product: CC(C)(C)OC(=O)NC1CCN(c2cc(F)c(C#N)c(OCCN3CCOCC3)c2)CC1. Reaction SMILES: [C:1]([CH3:2])([CH3:3])([CH3:4])[O:5][C:6]([NH:7][CH:8]1[CH2:9][CH2:10][N:11]([c:14]2[cH:15][c:16]([F:23])[c:17]([C:21]#[N:22])[c:18]([F:20])[cH:19]2)[CH2:12][CH2:13]1)=[O:24].[CH2:44]1[O:45][CH2:46][CH2:47][CH2:48]1.[CH3:34][Si:35]([N-:36][Si:37]([CH3:38])([CH3:39])[CH3:40])([CH3:41])[CH3:42].[Na+:43].[OH:25][CH2:26][CH2:27][N:28]1[CH2:29][CH2:30][O:31][CH2:32][CH2:33]1>>[C:1]([CH3:2])([CH3:3])([CH3:4])[O:5][C:6]([NH:7][CH:8]1[CH2:9][CH2:10][N:11]([c:14]2[cH:15][c:16]([F:23])[c:17]([C:21]#[N:22])[c:18]([O:25][CH2:26][CH2:27][N:28]3[CH2:29][CH2:30][O:31][CH2:32][CH2:33]3)[cH:19]2)[CH2:12][CH2:13]1)=[O:24]. Starting materials: C1CCOC1, CCOC(C)=O, CC(C)[Si](OC1CCN(N2CCC(Cc3c(Cl)cc(-c4ccc(C(F)(F)F)cc4)cc3Cl)C2=O)CC1)(C(C)C)C(C)C, O=C(O)C(F)(F)F, O. The product is O=C1C(Cc2c(Cl)cc(-c3ccc(C(F)(F)F)cc3)cc2Cl)CCN1N1CCC(O)CC1. Reaction SMILES: [CH2:51]1[O:52][CH2:53][CH2:54][CH2:55]1.[CH3:56][CH2:57][O:58][C:59](=[O:60])[CH3:61].[Cl:1][c:2]1[cH:3][c:4](-[c:33]2[cH:34][cH:35][c:36]([C:39]([F:40])([F:41])[F:42])[cH:37][cH:38]2)[cH:5][c:6]([Cl:32])[c:7]1[CH2:8][CH:9]1[C:10](=[O:31])[N:11]([N:14]2[CH2:15][CH2:16][CH:17]([O:20][Si:21]([CH:22]([CH3:23])[CH3:24])([CH:25]([CH3:26])[CH3:27])[CH:28]([CH3:29])[CH3:30])[CH2:18][CH2:19]2)[CH2:12][CH2:13]1.[F:44][C:45]([F:46])([F:47])[C:48]([OH:49])=[O:50].[OH2:43]>>[Cl:1][c:2]1[cH:3][c:4](-[c:33]2[cH:34][cH:35][c:36]([C:39]([F:40])([F:41])[F:42])[cH:37][cH:38]2)[cH:5][c:6]([Cl:32])[c:7]1[CH2:8][CH:9]1[C:10](=[O:31])[N:11]([N:14]2[CH2:15][CH2:16][CH:17]([OH:20])[CH2:18][CH2:19]2)[CH2:12][CH2:13]1. The reactants are C(#C)C1=C(C=CC2=CC=CC=C12)CCCCCC (1-ethynyl-2-hexylnaphthalene), BrCCCCCC (bromohexane), BrCCCCCCCCCCCCCCCCCC (bromo-n-octadecane). The product is C(#C)C1=C(C=CC2=CC=CC=C12)CCCCCCCCCCCCCCCCCC (1-Ethynyl-2-n-octadecylnaphthalene). As a reaction SMILES: [C:1]([C:3]1[C:12]2[C:7](=[CH:8][CH:9]=[CH:10][CH:11]=2)[CH:6]=[CH:5][C:4]=1[CH2:13][CH2:14][CH2:15][CH2:16][CH2:17][CH3:18])#[CH:2].BrCCCCCC.Br[CH2:27][CH2:28][CH2:29][CH2:30][CH2:31][CH2:32][CH2:33][CH2:34][CH2:35][CH2:36][CH2:37][CH2:38]CCCCCC>>[C:1]([C:3]1[C:12]2[C:7](=[CH:8][CH:9]=[CH:10][CH:11]=2)[CH:6]=[CH:5][C:4]=1[CH2:13][CH2:14][CH2:15][CH2:16][CH2:17][CH2:18][CH2:38][CH2:37][CH2:36][CH2:35][CH2:34][CH2:33][CH2:32][CH2:31][CH2:30][CH2:29][CH2:28][CH3:27])#[CH:2]. Procedure details: 1-Ethynyl-2-n-octadecylnaphthalene was prepared in a similar manner to 1-ethynyl-2-hexylnaphthalene, except that bromohexane was replaced by bromo-n-octadecane. Reactants: N1N=CC=C1 (1H-pyrazole), BrC1=CC=C(C=C1)C (1-bromo-4-methylbenzene). Product: C1(=CC=C(C=C1)N1N=CC=C1)C (1-(4-tolyl)-1H-pyrazole). Reaction SMILES: [NH:1]1[CH:5]=[CH:4][CH:3]=[N:2]1.Br[C:7]1[CH:12]=[CH:11][C:10]([CH3:13])=[CH:9][CH:8]=1>>[C:10]1([CH3:13])[CH:11]=[CH:12][C:7]([N:1]2[CH:5]=[CH:4][CH:3]=[N:2]2)=[CH:8][CH:9]=1. Procedure details: Following General Procedure A (125° C., 24 hours), 1H-pyrazole (102 mg, 1.5 mmol) is coupled with 1-bromo-4-methylbenzene (122 μL, 1.0 mmol). The crude brown oil is purified by flash chromatography on silica gel (eluent: dichloromethane/hexanes=70/30) to provide 90 mg (57% isolated yield) of the desired product as an uncolored oil. Reactants: COCc1cc([N+](=O)[O-])ccc1-n1cccc(CCO[Si](c2ccccc2)(c2ccccc2)C(C)(C)C)c1=O, CCOC(C)=O, CCO, O=C[O-], [NH4+]. Product: COCc1cc(N)ccc1-n1cccc(CCO[Si](c2ccccc2)(c2ccccc2)C(C)(C)C)c1=O. As a reaction SMILES: [C:1]([CH3:2])([CH3:3])([CH3:4])[Si:5]([O:6][CH2:7][CH2:8][c:9]1[c:10](=[O:27])[n:11](-[c:15]2[c:16]([CH2:24][O:25][CH3:26])[cH:17][c:18]([N+:21]([O-:22])=[O:23])[cH:19][cH:20]2)[cH:12][cH:13][cH:14]1)([c:28]1[cH:29][cH:30][cH:31][cH:32][cH:33]1)[c:34]1[cH:35][cH:36][cH:37][cH:38][cH:39]1.[CH3:44][CH2:45][O:46][C:47](=[O:48])[CH3:49].[CH3:50][CH2:51][OH:52].[CH:40]([O-:41])=[O:42].[NH4+:43]>>[C:1]([CH3:2])([CH3:3])([CH3:4])[Si:5]([O:6][CH2:7][CH2:8][c:9]1[c:10](=[O:27])[n:11](-[c:15]2[c:16]([CH2:24][O:25][CH3:26])[cH:17][c:18]([NH2:21])[cH:19][cH:20]2)[cH:12][cH:13][cH:14]1)([c:28]1[cH:29][cH:30][cH:31][cH:32][cH:33]1)[c:34]1[cH:35][cH:36][cH:37][cH:38][cH:39]1.